This data is from the Open Reaction Database (ORD), a public repository of structured organic reaction records. The task is: describe an organic reaction: reactants, conditions, products, and yield Starting materials: O=C1CCN(Cc2ccccc2)CC1, CC(C)[N-]C(C)C, [Li+], C1CCOC1, O=S(=O)(c1ccccc1)n1ccc2ccccc21. Yields the product O=S(=O)(c1ccccc1)n1c(C2(O)CCN(Cc3ccccc3)CC2)cc2ccccc21. As a reaction SMILES: [CH2:27]([c:28]1[cH:29][cH:30][cH:31][cH:32][cH:33]1)[N:34]1[CH2:35][CH2:36][C:37](=[O:40])[CH2:38][CH2:39]1.[CH:1]([N-:2][CH:3]([CH3:4])[CH3:5])([CH3:6])[CH3:7].[Li+:8].[O:41]1[CH2:42][CH2:43][CH2:44][CH2:45]1.[c:9]1([S:15](=[O:16])(=[O:17])[n:18]2[cH:19][cH:20][c:21]3[cH:22][cH:23][cH:24][cH:25][c:26]23)[cH:10][cH:11][cH:12][cH:13][cH:14]1>>[c:9]1([S:15](=[O:16])(=[O:17])[n:18]2[c:19]([C:37]3([OH:40])[CH2:36][CH2:35][N:34]([CH2:27][c:28]4[cH:29][cH:30][cH:31][cH:32][cH:33]4)[CH2:39][CH2:38]3)[cH:20][c:21]3[cH:22][cH:23][cH:24][cH:25][c:26]23)[cH:10][cH:11][cH:12][cH:13][cH:14]1.